Dataset: the Open Reaction Database (ORD), a public repository of structured organic reaction records. Task: describe an organic reaction: reactants, conditions, products, and yield Starting materials: CN(C)C=CC(=O)OCC (ethyl dimethylaminomethylenacetate), FC(OC1=CC(=NN1C)NN)F (5-Difluoromethoxy-3-hydrazino-1-methylpyrazole), C(C)O (ethanol), C(C)O (ethanol). The product is FC(OC1=CC(=NN1C)N1N=CC(=C1C)C(=O)OCC)F (Ethyl 1-(5-difluoromethoxy-1-methyl-3-pyrazolyl)-5-methyl-4-pyrazolecarboxylate). As a reaction SMILES: [F:1][CH:2]([F:12])[O:3][C:4]1[N:8]([CH3:9])[N:7]=[C:6]([NH:10][NH2:11])[CH:5]=1.CN([CH:16]=[CH:17][C:18]([O:20][CH2:21][CH3:22])=[O:19])C.[CH2:23](O)[CH3:24]>>[F:12][CH:2]([F:1])[O:3][C:4]1[N:8]([CH3:9])[N:7]=[C:6]([N:10]2[C:23]([CH3:24])=[C:17]([C:18]([O:20][CH2:21][CH3:22])=[O:19])[CH:16]=[N:11]2)[CH:5]=1. Procedure details: 3.0 g (16.8 mmol) 5-Difluoromethoxy-3-hydrazino-1-methylpyrazole was added to 25 ml ethanol and treated dropwise with 2.96 g (16.0 mmol) ethyl dimethylaminomethylenacetate dissolved in 25 ml ethanol. The mixture was heated under reflux for 2 hours. After cooling the precipitate was suction filtered off. Starting materials: Cl(=O)(=O)(=O)O (perchloric acid), C(C)(C)(C)OC(=O)N1C[C@H](CC1)N ((S)-1-(tert-butoxycarbonyl)-3-aminopyrrolidine), C(C)(C)(C)OC(=O)N1C[C@@H](CC1)N ((R)-1-(tert-butoxycarbonyl)-3-aminopyrrolidine). Product: C(C)(C)(C)OC(=O)N1CC(CC1)N (1-(tert-butoxycarbonyl)-3-aminopyrrolidine). As a reaction SMILES: Cl(O)(=O)(=O)=O.[C:6]([O:10][C:11]([N:13]1[CH2:17][CH2:16][C@H:15]([NH2:18])[CH2:14]1)=[O:12])([CH3:9])([CH3:8])[CH3:7].C(OC(N1CC[C@@H](N)C1)=O)(C)(C)C>>[C:6]([O:10][C:11]([N:13]1[CH2:17][CH2:16][CH:15]([NH2:18])[CH2:14]1)=[O:12])([CH3:9])([CH3:7])[CH3:8]. Reported procedure: column: manufactured by Daicel Chemical Industries, Ltd., {CROWNPAK 150×4.6 mm}, mobile phase: aqueous perchloric acid solution (pH 1.5), flow rate: 1.0 ml/min, detection: UV 210 nm, column temperature: 35° C., retention time: (S)-1-(tert-butoxycarbonyl)-3-aminopyrrolidine; 24.1 min, (R)-1-(tert-butoxycarbonyl)-3-aminopyrrolidine; 27.0 min The reactants are O=C1C(CC2=CC=CC=C12)CC(=O)O ((1-Oxo-indan-2-yl)-acetic acid), S(O)(O)(=O)=O (sulphuric acid), CO (methanol). Run in O (water). Run at time 2 hour. The product is COC(CC1C(C2=CC=CC=C2C1)=O)=O ((1-Oxo-indan-2-yl)-acetic acid methyl ester). As a reaction SMILES: [O:1]=[C:2]1[C:10]2[C:5](=[CH:6][CH:7]=[CH:8][CH:9]=2)[CH2:4][CH:3]1[CH2:11][C:12]([OH:14])=[O:13].S(=O)(=O)(O)O.[CH3:20]O>O>[CH3:20][O:13][C:12](=[O:14])[CH2:11][CH:3]1[CH2:4][C:5]2[C:10](=[CH:9][CH:8]=[CH:7][CH:6]=2)[C:2]1=[O:1]. Reported procedure: To a solution of (1-Oxo-indan-2-yl)-acetic acid (Step 1, 2.00 g) in methanol (10 mL) at 0° C. was added sulphuric acid (2 mL). The solution was stirred for 2 h and then diluted with water (50 mL) and extracted with ethyl acetate. The combined organic layers were washed with sat. sodium hydrogenocarbonate, dried and concentrated to give (1-Oxo-indan-2-yl)-acetic acid methyl ester (pale yellow oil, 2.15 g, quantitative). C12H12O3; MW: 204.23; LCMS (method A) RT 1.40 min; ES 227 (25%, MNa+), 205 (2... The reactants are C(CN)N (ethylenediamine), C(C)O (ethanol), C(C)OC(=O)C(C(=O)OCC)C1=CC=C(C=C1)OCC(=N)OCC (ethyl 2-ethoxycarbonyl-2-[4-(2-ethoxy-2-iminoethoxy]phenyl]acetate), C(C)O (ethanol), C(C)O (ethanol), Cl (hydrochloric acid). Run in O (water). Product: C(C)OC(=O)C(C(=O)OCC)C1=CC=C(C=C1)OCC=1NCCN1 (ethyl 2-ethoxycarbonyl-2-[4-[(2-imidazolin-2-yl)methoxy]phenyl]acetate). Yield: 54.8%. Reaction SMILES: C(O)C.[CH2:4]([O:6][C:7]([CH:9]([C:15]1[CH:20]=[CH:19][C:18]([O:21][CH2:22][C:23](OCC)=[NH:24])=[CH:17][CH:16]=1)[C:10]([O:12][CH2:13][CH3:14])=[O:11])=[O:8])[CH3:5].[CH2:28](N)[CH2:29][NH2:30].Cl>O>[CH2:13]([O:12][C:10]([CH:9]([C:15]1[CH:16]=[CH:17][C:18]([O:21][CH2:22][C:23]2[NH:24][CH2:28][CH2:29][N:30]=2)=[CH:19][CH:20]=1)[C:7]([O:6][CH2:4][CH3:5])=[O:8])=[O:11])[CH3:14]. Procedure details: With ice cooling and stirring, 40 ml of ethanol solution containing 3.6 g of ethyl 2-ethoxycarbonyl-2-[4-(2-ethoxy-2-iminoethoxy]phenyl]acetate obtained in the above step b) was added dropwise to a 10 ml ethanol solution containing 0.6 g of ethylenediamine, and the resulting mixture was stirred at room temperature for 1.5 hours, followed by refluxing under heating for 0.5 hours. After cooling, the resulting reaction solution was adjusted to an acidic pH with ethanol containing 13% (w/v) of hydro... Reactants: CO, COC(=O)OC1CCC2C3CCC4=CC(=O)CCC4(C)C3CCC12C, Cc1ccccc1, CC12CCC(=O)C=C1CCC1C2CCC2(C)C(O)CCC12, COC(=O)Cl, c1ccncc1. Yields the product COC(=O)OC1CCC2C3CCC4=CC(=O)CCC4(C)C3CCC12C, CC12C=CCC1C1CCC3=CC(=O)CCC3(C)C1CC2. RXN SMILES: [CH3:33][OH:34].[CH3:35][O:36][C:37](=[O:38])[O:39][CH:40]1[C:41]2([CH3:42])[CH:43]([CH2:44][CH2:45]1)[CH:46]1[CH2:47][CH2:48][C:49]3=[CH:50][C:51](=[O:59])[CH2:52][CH2:53][C:54]3([CH3:55])[CH:56]1[CH2:57][CH2:58]2.[CH3:60][c:61]1[cH:62][cH:63][cH:64][cH:65][cH:66]1.[CH:1]12[CH2:2][CH2:3][C:4]3=[CH:5][C:6](=[O:7])[CH2:8][CH2:9][C:10]3([CH3:11])[CH:12]1[CH2:13][CH2:14][C:15]1([CH3:16])[CH:17]([OH:18])[CH2:19][CH2:20][CH:21]21.[Cl:28][C:29]([O:30][CH3:31])=[O:32].[n:22]1[cH:23][cH:24][cH:25][cH:26][cH:27]1>>[CH3:35][O:36][C:37](=[O:38])[O:39][CH:40]1[C:41]2([CH3:42])[CH:43]([CH2:44][CH2:45]1)[CH:46]1[CH2:47][CH2:48][C:49]3=[CH:50][C:51](=[O:59])[CH2:52][CH2:53][C:54]3([CH3:55])[CH:56]1[CH2:57][CH2:58]2.[CH:1]12[CH2:2][CH2:3][C:4]3=[CH:5][C:6](=[O:7])[CH2:8][CH2:9][C:10]3([CH3:11])[CH:12]1[CH2:13][CH2:14][C:15]1([CH3:16])[CH:17]=[CH:19][CH2:20][CH:21]21. Product: C(=O)(O)C(CCC1=CC=CC=C1)N[C@@H](CC1=CNC=N1)C(=O)N1[C@H](C(=O)O)CCC1 (N-(1-carboxy-3-phenylpropyl)-L-histidyl-L-proline). As a reaction SMILES: O=[C:2]([CH2:6][CH2:7][C:8]1[CH:13]=[CH:12][CH:11]=[CH:10][CH:9]=1)[C:3]([OH:5])=[O:4].[NH2:14][C@H:15]([C:22]([N:24]1[CH2:31][CH2:30][CH2:29][C@H:25]1[C:26]([OH:28])=[O:27])=[O:23])[CH2:16][C:17]1[N:21]=[CH:20][NH:19][CH:18]=1.C([BH3-])#N.[Na+]>>[C:3]([CH:2]([NH:14][C@H:15]([C:22]([N:24]1[CH2:31][CH2:30][CH2:29][C@H:25]1[C:26]([OH:28])=[O:27])=[O:23])[CH2:16][C:17]1[N:21]=[CH:20][NH:19][CH:18]=1)[CH2:6][CH2:7][C:8]1[CH:13]=[CH:12][CH:11]=[CH:10][CH:9]=1)([OH:5])=[O:4] |f:2.3|. Reactants: O=C(C(=O)O)CCC1=CC=CC=C1 (2-oxo-4-phenylbutyric acid), N[C@@H](CC1=CNC=N1)C(=O)N1[C@H](C(=O)O)CCC1 (L-histidyl-L-proline), C(#N)[BH3-].[Na+] (sodium cyanoborohydride). Procedure: In the manner described in Example 54, 2-oxo-4-phenylbutyric acid and L-histidyl-L-proline are condensed in the presence of sodium cyanoborohydride to yield N-(1-carboxy-3-phenylpropyl)-L-histidyl-L-proline. The product is purified by gel filtration chromatography in methanol (LH-20). The nmr spectrum is consistent with structure. The mass spectrum shows a molecular ion at 657 for the disilylated species.